From a dataset of the Open Reaction Database (ORD), a public repository of structured organic reaction records. describe an organic reaction: reactants, conditions, products, and yield Conditions: time 1 hour. RXN SMILES: [F:1][C:2]1[CH:7]=[CH:6][CH:5]=[C:4]([F:8])[C:3]=1[N:9]1[C:14]2[N:15]=[C:16](S(C)(=O)=O)[N:17]=[C:18]([C:19]3[CH:20]=[C:21]([CH:28]=[CH:29][C:30]=3[CH3:31])[C:22]([NH:24][CH2:25][CH2:26][CH3:27])=[O:23])[C:13]=2[CH:12]=[CH:11][C:10]1=[O:36].[CH3:37][N:38]([CH3:42])[CH2:39][CH2:40][NH2:41]>C(Cl)Cl>[NH4+:9].[OH-:23].[F:1][C:2]1[CH:7]=[CH:6][CH:5]=[C:4]([F:8])[C:3]=1[N:9]1[C:14]2[N:15]=[C:16]([NH:41][CH2:40][CH2:39][N:38]([CH3:42])[CH3:37])[N:17]=[C:18]([C:19]3[CH:20]=[C:21]([CH:28]=[CH:29][C:30]=3[CH3:31])[C:22]([NH:24][CH2:25][CH2:26][CH3:27])=[O:23])[C:13]=2[CH:12]=[CH:11][C:10]1=[O:36] |f:3.4|. Reported procedure: 3-[8-(2,6-difluorophenyl)-2-(methylsulfonyl)-7-oxo-7,8-dihydropyrido[2,3-d]pyrimidin-4-yl]-4-methyl-N-propylbenzamide (0.07 g, 0.13 mmol), N,N-dimethylethylenediamine (0.0173 g, 0.15 mmol), and TEA (0.026 g, 0.26 mmol) were combined in CH2Cl2 (5 mL) and stirred under argon at room temperature for 1 h. The solvents were pumped off in vacuo. The residue was flash chromatographed on silica gel (10 g) eluted with CH2Cl2 to 6:1:0.1, CH2Cl2:ethanol:NH4OH to give the title compound as a white amorphous... Reactants: TEA, FC1=C(C(=CC=C1)F)N1C(C=CC2=C1N=C(N=C2C=2C=C(C(=O)NCCC)C=CC2C)S(=O)(=O)C)=O (3-[8-(2,6-difluorophenyl)-2-(methylsulfonyl)-7-oxo-7,8-dihydropyrido[2,3-d]pyrimidin-4-yl]-4-methyl-N-propylbenzamide), CN(CCN)C (N,N-dimethylethylenediamine). Yields the product [NH4+].[OH-] (NH4OH), FC1=C(C(=CC=C1)F)N1C(C=CC2=C1N=C(N=C2C=2C=C(C(=O)NCCC)C=CC2C)NCCN(C)C)=O (3-(8-(2,6-difluorophenyl)-2-{[2-(dimethylamino)ethyl]amino}-7-oxo-7,8-dihydropyrido[2,3-d]pyrimidin-4-yl)-4-methyl-N-propylbenzamide). Run in C(Cl)Cl (CH2Cl2). Reactants: polyphosphoric acid, O.C1(=CC=C(C=C1)S(=O)(=O)O)C (p-toluenesulphonic acid monohydrate), O (water), COC1=C(C=C(C=C1)C)OC (1,2-dimethoxy-4-methylbenzene). Run in C1(=CC=CC=C1)C (toluene). Reaction conditions: time 30 minute. The product is COC1=C(C=C(C(=C1)S(=O)(=O)C1=CC=C(C=C1)C)C)OC (1,2-dimethoxy-4-methyl-5-(4-methylphenylsulphonyl)benzene). RXN SMILES: O.[C:2]1([CH3:12])[CH:7]=[CH:6][C:5]([S:8]([OH:11])(=[O:10])=O)=[CH:4][CH:3]=1.[CH3:13][O:14][C:15]1[CH:20]=[CH:19][C:18]([CH3:21])=[CH:17][C:16]=1[O:22][CH3:23].O>C1(C)C=CC=CC=1>[CH3:13][O:14][C:15]1[CH:20]=[C:19]([S:8]([C:5]2[CH:4]=[CH:3][C:2]([CH3:12])=[CH:7][CH:6]=2)(=[O:10])=[O:11])[C:18]([CH3:21])=[CH:17][C:16]=1[O:22][CH3:23] |f:0.1|. Procedure: Under nitrogen, a mixture of 500 g of polyphosphoric acid and 47.6 g (250 mmol) of p-toluenesulphonic acid monohydrate is heated to 100° and then added to 41.9 g (275 mmol) of 1,2-dimethoxy-4-methylbenzene (4-methylveratrole). The reddish suspension is stirred at 105° for 30 minutes, cooled to 80°, 1500 ml of water are added and the whole is cooled to room temperature. The reaction mixture is extracted with ethyl acetate. The organic phase is washed with water, dried, treated with activated carb... Reactants: C(C)N(CCCNC1=NNC2=CC=CC(=C12)O)CC (3-(3-diethylaminopropylamino)-4-hydroxyindazole), Cl (hydrogen chloride), C(C)OCC (diethyl ether). Product: Cl.C(C)N(CCCNC1=NNC2=CC=CC(=C12)O)CC (3-(3-diethylaminopropylamino)-4-hydroxyindazole hydrochloride). Procedure: In 50 ml of absolute ethyl alcohol was dissolved 3.0 g of the 3-(3-diethylaminopropylamino)-4-hydroxyindazole, and into the solution was introduced dried hydrogen chloride gas under cooling with ice. To the solution was added anhydrous diethyl ether to separate crystals. Then the crystals were obtained by filtration and dried to give 3-(3-diethylaminopropylamino)-4-hydroxyindazole hydrochloride having the following analytical value. Reaction SMILES: [CH2:1]([N:3]([CH2:18][CH3:19])[CH2:4][CH2:5][CH2:6][NH:7][C:8]1[C:16]2[C:11](=[CH:12][CH:13]=[CH:14][C:15]=2[OH:17])[NH:10][N:9]=1)[CH3:2].[ClH:20].C(OCC)C>C(O)C>[ClH:20].[CH2:18]([N:3]([CH2:1][CH3:2])[CH2:4][CH2:5][CH2:6][NH:7][C:8]1[C:16]2[C:11](=[CH:12][CH:13]=[CH:14][C:15]=2[OH:17])[NH:10][N:9]=1)[CH3:19] |f:4.5|. Run in C(C)O (ethyl alcohol).